Dataset: the Open Reaction Database (ORD), a public repository of structured organic reaction records. Task: describe an organic reaction: reactants, conditions, products, and yield Starting materials: O=C(Cl)c1ccccc1, ClCCl, CCOC(=O)C1(CCC(C)C)CCCC1O, c1ccncc1. Yields the product CCOC(=O)C1(CCC(C)C)CCCC1OC(=O)c1ccccc1. Reaction SMILES: [C:20]([c:21]1[cH:22][cH:23][cH:24][cH:25][cH:26]1)(=[O:27])[Cl:28].[CH2:17]([Cl:18])[Cl:19].[OH:1][CH:2]1[C:3]([C:7](=[O:8])[O:9][CH2:10][CH3:11])([CH2:12][CH2:13][CH:14]([CH3:15])[CH3:16])[CH2:4][CH2:5][CH2:6]1.[cH:29]1[cH:30][cH:31][n:32][cH:33][cH:34]1>>[O:1]([CH:2]1[C:3]([C:7](=[O:8])[O:9][CH2:10][CH3:11])([CH2:12][CH2:13][CH:14]([CH3:15])[CH3:16])[CH2:4][CH2:5][CH2:6]1)[C:20]([c:21]1[cH:22][cH:23][cH:24][cH:25][cH:26]1)=[O:27]. Starting materials: COC1=CC=C(CCl)C=C1 (4-Methoxybenzyl chloride), NCCS (2-aminoethanethiol). Solvent: CO (methanol), C[O-].[Na+] (sodium methoxide). Product: COC1=CC=C(CSCCN)C=C1 (2-(4-methoxybezyl-sulfanyl)-ethylamine). Reported procedure: 4-Methoxybenzyl chloride (15.6 g) was reacted with 2-aminoethanethiol (7.7 g) in methanol and sodium methoxide, to afford of 2-(4-methoxybezyl-sulfanyl)-ethylamine (1) (18.8 g). One half of this material was taken in dichloromethane (cooling bath 0° C.). Chloroacetyl chloride in the same solvent, was added slowly with stirring, followed by an equivalent of triethyl amine to produce 2-chloro N-[2-(4-methoxybenzyl-sulfanyl)-ethyl]acetamide (2) in a 94% yield. Compound 2 was reacted with an equival... Reaction SMILES: [CH3:1][O:2][C:3]1[CH:10]=[CH:9][C:6]([CH2:7]Cl)=[CH:5][CH:4]=1.[NH2:11][CH2:12][CH2:13][SH:14]>CO.C[O-].[Na+]>[CH3:1][O:2][C:3]1[CH:10]=[CH:9][C:6]([CH2:7][S:14][CH2:13][CH2:12][NH2:11])=[CH:5][CH:4]=1 |f:3.4|. Yield: 95.7%. The reactants are CCOC(=O)c1cc(CCl)c(C)s1, N#C[K], CN(C)C=O, O. Product: CCOC(=O)c1cc(CC#N)c(C)s1. Reaction SMILES: [CH2:1]([CH3:2])[O:3][C:4](=[O:5])[c:6]1[s:7][c:8]([CH3:13])[c:9]([CH2:11][Cl:12])[cH:10]1.[K:14][C:15]#[N:16].[O:17]=[CH:18][N:19]([CH3:20])[CH3:21].[OH2:22]>>[CH2:1]([CH3:2])[O:3][C:4](=[O:5])[c:6]1[s:7][c:8]([CH3:13])[c:9]([CH2:11][C:15]#[N:16])[cH:10]1. Starting materials: C(C)(C)(C)OC(NC1(COC(OC1)(C)C)CCC1=CC(=C(C=C1)OCCCC1=C(C=CC=C1)OC)C(F)(F)F)=O ([5-(2-{4-[3-(2-methoxyphenyl)propoxy]-3-trifluoromethylphenyl}ethyl)-2,2-dimethyl-1,3-dioxan-5-yl]carbamic acid t-butyl ester), Cl (hydrochloric acid). The solvent is C(C)O (ethanol). Run at temperature 80 celsius, time 2 hour. The product is Cl.NC(CO)(CO)CCC1=CC(=C(C=C1)OCCCC1=C(C=CC=C1)OC)C(F)(F)F (2-amino-2-(2-{4-[3-(2-methoxyphenyl)propoxy]-3-trifluoromethylphenyl}ethyl)propane-1,3-diol hydrochloride). Reaction SMILES: C(OC(=O)[NH:7][C:8]1([CH2:16][CH2:17][C:18]2[CH:23]=[CH:22][C:21]([O:24][CH2:25][CH2:26][CH2:27][C:28]3[CH:33]=[CH:32][CH:31]=[CH:30][C:29]=3[O:34][CH3:35])=[C:20]([C:36]([F:39])([F:38])[F:37])[CH:19]=2)[CH2:13][O:12]C(C)(C)[O:10][CH2:9]1)(C)(C)C.[ClH:41]>C(O)C>[ClH:41].[NH2:7][C:8]([CH2:16][CH2:17][C:18]1[CH:23]=[CH:22][C:21]([O:24][CH2:25][CH2:26][CH2:27][C:28]2[CH:33]=[CH:32][CH:31]=[CH:30][C:29]=2[O:34][CH3:35])=[C:20]([C:36]([F:37])([F:38])[F:39])[CH:19]=1)([CH2:13][OH:12])[CH2:9][OH:10] |f:3.4|. Procedure: Compound 17-3 (780 mg) was dissolved in ethanol (20 ml), concentrated hydrochloric acid (2 ml) was added, and the mixture was stirred at 80° C. for 2 hr. The reaction mixture was concentrated, and the residue was washed with diethyl ether to give the object product (560 mg) as a white powder. Reactants: NC1=NC(=C2NC=NC2=N1)Cl (2-Amino-6-chloropurine), Cl[Si](C)(C)Cl (dichlorodimethylsilane), N(=O)OCCC(C)C (isoamyl nitrite). Reagents/catalysts: [Cl-].C(C1=CC=CC=C1)[N+](CC)(CC)CC (benzyltriethylammonium chloride). Run in CCCCCCC (heptane). Conditions: temperature 55 celsius, time 17 hour. Yields the product ClC1=NC(=C2NC=NC2=N1)Cl (2,6-dichloropurine). Isolated yield 66.0%. As a reaction SMILES: N[C:2]1[N:10]=[C:9]2[C:5]([NH:6][CH:7]=[N:8]2)=[C:4]([Cl:11])[N:3]=1.[Cl:12][Si](Cl)(C)C.N(OCCC(C)C)=O>[Cl-].C([N+](CC)(CC)CC)C1C=CC=CC=1.CCCCCCC>[Cl:12][C:2]1[N:10]=[C:9]2[C:5]([NH:6][CH:7]=[N:8]2)=[C:4]([Cl:11])[N:3]=1 |f:3.4|. Procedure details: 2-Amino-6-chloropurine (5.00 g, 29.5 mmol), dichlorodimethylsilane (11.42 g, 88.5 mmol), benzyltriethylammonium chloride (0.40 g, 1.8 mmol) and isoamyl nitrite (5.18 g, 44.2 mmol) were added to heptane (25 ml), and the mixture was heated to 50-60° C. and stirred for 17 hr. After the completion of the reaction, the mixture was filtrated. The obtained crystals were diluted with water (25 ml) and adjusted to pH 4-5 with a 2M aqueous sodium hydroxide solution. After aging under ice-cooling for 1 hr,... Reactants: COC(NC(C(C)C)C(=O)N1CC2(CC2)CC1C=1NC(=CN1)C1=CC=C(C=C1)C1=CC=C(C=C1)C=1NC(=NC1)C1N(CCC1)C(C(C(C)C)NC(=O)OC)=O)=O ((1-{6-[5-(4′-{2-[1-(2-Methoxycarbonylamino-3-methyl-butyryl)-pyrrolidin-2-yl]-3H-imidazol-4-yl}-biphenyl-4-yl)-1H-imidazol-2-yl]-5-aza-spiro[2.4]heptane-5-carbonyl}-2-methyl-propyl)-carbamic acid methyl ester), cyclopropyl proline carboxylic acid, S1CNCC1 (thiazolidine). Yields the product COC(NC(C(C)C)C(=O)N1C(SCC1)C=1NC(=CN1)C1=CC=C(C=C1)C1=CC=C(C=C1)C=1NC(=NC1)C1N(CCC1)C(C(C(C)C)NC(=O)OC)=O)=O ((1-{2-[5-(4′-{2-[1-(2-Methoxycarbonylamino-3-methyl-butyryl)-pyrrolidin-2-yl]-3H-imidazol-4-yl}-biphenyl-4-yl)-1H-imidazol-2-yl]-thiazolidine-3-carbonyl}-2-methyl-propyl)-carbamic acid methyl ester). Reaction SMILES: [CH3:1][O:2][C:3](=[O:56])[NH:4][CH:5]([C:9]([N:11]1[CH:17]([C:18]2[NH:19][C:20]([C:23]3[CH:28]=[CH:27][C:26]([C:29]4[CH:34]=[CH:33][C:32]([C:35]5[NH:36][C:37]([CH:40]6[CH2:44][CH2:43][CH2:42][N:41]6[C:45](=[O:55])[CH:46]([NH:50][C:51]([O:53][CH3:54])=[O:52])[CH:47]([CH3:49])[CH3:48])=[N:38][CH:39]=5)=[CH:31][CH:30]=4)=[CH:25][CH:24]=3)=[CH:21][N:22]=2)C[C:13]2(CC2)[CH2:12]1)=[O:10])[CH:6]([CH3:8])[CH3:7].[S:57]1CCNC1>>[CH3:1][O:2][C:3](=[O:56])[NH:4][CH:5]([C:9]([N:11]1[CH2:12][CH2:13][S:57][CH:17]1[C:18]1[NH:19][C:20]([C:23]2[CH:28]=[CH:27][C:26]([C:29]3[CH:34]=[CH:33][C:32]([C:35]4[NH:36][C:37]([CH:40]5[CH2:44][CH2:43][CH2:42][N:41]5[C:45](=[O:55])[CH:46]([NH:50][C:51]([O:53][CH3:54])=[O:52])[CH:47]([CH3:49])[CH3:48])=[N:38][CH:39]=4)=[CH:31][CH:30]=3)=[CH:25][CH:24]=2)=[CH:21][N:22]=1)=[O:10])[CH:6]([CH3:8])[CH3:7]. Reported procedure: was prepared in a similar fashion to (1-{6-[5-(4′-{2-[1-(2-Methoxycarbonylamino-3-methyl-butyryl)-pyrrolidin-2-yl]-3H-imidazol-4-yl}-biphenyl-4-yl)-1H-imidazol-2-yl]-5-aza-spiro[2.4]heptane-5-carbonyl}-2-methyl-propyl)-carbamic acid methyl ester (Example DW), replacing the cyclopropyl proline carboxylic acid with the corresponding thiazolidine derivative.